From a dataset of the Open Reaction Database (ORD), a public repository of structured organic reaction records. describe an organic reaction: reactants, conditions, products, and yield The reactants are CN1C(C(C2=CC=CC=C12)(C)C)=C (1,3,3-trimethyl-2-methyleneindoline), Cl (HCl), ice, [OH-].[Na+] (NaOH), NC1=CC=C(C(=O)O)C=C1 (p-aminobezoic acid), C([O-])([O-])=O.[Na+].[Na+] (sodium carbonate), N(=O)[O-].[Na+] (NaNO2). Run in C(C)(=O)O (acetic acid), O (water), O (DI water), O (DI water). Product: chloroform hexanes acetone, C(=O)(O)C1=CC=C(C=C1)N=NC=1C=C2C(C(N(C2=CC1)C)=C)(C)C (5-(4-carboxyphenylazo)-1,3,3-trimethyl-2-methyleneindoline). The yield is 44.8%. RXN SMILES: [NH2:1][C:2]1[CH:10]=[CH:9][C:5]([C:6]([OH:8])=[O:7])=[CH:4][CH:3]=1.C(=O)([O-])[O-].[Na+].[Na+].[N:17]([O-])=O.[Na+].Cl.[CH3:22][N:23]1[C:31]2[C:26](=[CH:27][CH:28]=[CH:29][CH:30]=2)[C:25]([CH3:33])([CH3:32])[C:24]1=[CH2:34].[OH-].[Na+]>O.C(O)(=O)C>[C:6]([C:5]1[CH:9]=[CH:10][C:2]([N:1]=[N:17][C:28]2[CH:27]=[C:26]3[C:31](=[CH:30][CH:29]=2)[N:23]([CH3:22])[C:24](=[CH2:34])[C:25]3([CH3:32])[CH3:33])=[CH:3][CH:4]=1)([OH:8])=[O:7] |f:1.2.3,4.5,8.9|. Procedure details: To a cold solution of 10 g (72.9 mmol) of p-aminobezoic acid and 2.4 g (22.6 mmol) of sodium carbonate in 100 mL of DI water was added a solution of 3.5 g (50.7 mmol) of NaNO2 in 10 mL of DI water at 15° C. with stirring. The above mixture was poured into a mixture of 10 mL of concentrated HCl and 60 gm of crashed ice with stirring. Then of 10.8 g (62.4 mmol) of 1,3,3-trimethyl-2-methyleneindoline and 6 ml of acetic acid were added to the reaction mixture. After 10 min the reaction mixture was n... Starting materials: C(#N)C(C)(C)C1=CC=C(C=C1)NC(C1=CC=C(C=C1)OC)=O (N-[4-(1-Cyano-1-methylethyl)-phenyl]-4-methoxybenzamide), Cl (hydrochloric acid), [H][H] (hydrogen), N (ammonia). The reagents and catalysts are [Ni] (Raney nickel). Solvent: C(C)O (ethanol). Yields the product NCC(C)(C)C1=CC=C(C=C1)NC(C1=CC=C(C=C1)OC)=O (N-[4-(2-Amino-1,1-dimethylethyl)-phenyl]-4-methoxybenzamide). As a reaction SMILES: [C:1]([C:3]([C:6]1[CH:11]=[CH:10][C:9]([NH:12][C:13](=[O:22])[C:14]2[CH:19]=[CH:18][C:17]([O:20][CH3:21])=[CH:16][CH:15]=2)=[CH:8][CH:7]=1)([CH3:5])[CH3:4])#[N:2].[H][H].N.Cl>[Ni].C(O)C>[NH2:2][CH2:1][C:3]([C:6]1[CH:11]=[CH:10][C:9]([NH:12][C:13](=[O:22])[C:14]2[CH:15]=[CH:16][C:17]([O:20][CH3:21])=[CH:18][CH:19]=2)=[CH:8][CH:7]=1)([CH3:4])[CH3:5]. Procedure details: 5 g. N-[4-(1-Cyano-1-methylethyl)-phenyl]-4-methoxybenzamide (Example 27) are hydrogenated at 90° C. and 120 bar hydrogen pressure in 40 ml. ethanol in the presence of 40 ml. liquid ammonia and 2 g. Raney nickel. The reaction mixture is filtered and the filtrate evaporated to dryness in a vacuum. After column chromatographic purification (400 ml. silica gel 60; dichloromethane/methanolic ammonia 30:1 v/v), there are obtained 2.6 g. of colourless crystals which are heated in 100 ml. 1M hydrochlor... RXN SMILES: [C:1]1([C:7]2[CH:12]=[CH:11][CH:10]=[C:9]([C:13]3[CH:18]=[CH:17][C:16](/[C:19](/[CH3:26])=[CH:20]/[C:21](OCC)=[O:22])=[CH:15][CH:14]=3)[CH:8]=2)[CH:6]=[CH:5][CH:4]=[CH:3][CH:2]=1.CC(C[AlH]CC(C)C)C>>[C:1]1([C:7]2[CH:12]=[CH:11][CH:10]=[C:9]([C:13]3[CH:14]=[CH:15][C:16](/[C:19](/[CH3:26])=[CH:20]/[CH2:21][OH:22])=[CH:17][CH:18]=3)[CH:8]=2)[CH:2]=[CH:3][CH:4]=[CH:5][CH:6]=1. Starting materials: C1(=CC=CC=C1)C1=CC(=CC=C1)C1=CC=C(C=C1)/C(=C/C(=O)OCC)/C ((E)-Ethyl 3-[1,1′;3′,1″]terphenyl-4″-yl-but-2-enoate), CC(C)C[AlH]CC(C)C (DIBAL-H). Reported procedure: (E)-Ethyl 3-[1,1′;3′,1″]terphenyl-4″-yl-but-2-enoate (0.95 g, 2.77 mmol) was reduced with DIBAL-H by a procedure analogous to that described in example 52 b to give (E)-3-[1,1′;3′,1″]terphenyl-4″-yl-but-2-en-1-ol as a colourless solid; 0.81 g (97%). Yields the product C1(=CC=CC=C1)C1=CC(=CC=C1)C1=CC=C(C=C1)/C(=C/CO)/C ((E)-3-[1,1′;3′,1″]terphenyl-4″-yl-but-2-en-1-ol). Reactants: OC1=CC=C(C2=CC=CC=C12)NC(OC(C)(C)C)=O (tert-butyl (4-hydroxy-1-naphthyl)carbamate), FC=1C=C(C(=O)O)C=C(C1)N1CCCCC1 (3-fluoro-5-piperidin-1-yl-benzoic acid), COC=1C=C(C=CC1OC)CCO (2-(3,4-Dimethoxy-phenyl)-ethanol). The product is COC=1C=C(C=CC1OC)CCOC1=CC=C(C2=CC=CC=C12)NC(C1=CC(=CC(=C1)N1CCCCC1)F)=O (N-{4-[2-(3,4-Dimethoxyphenyl)ethoxy]-1-naphthyl}-3-fluoro-5-piperidin-1-ylbenzamide). As a reaction SMILES: [OH:1][C:2]1[C:11]2[C:6](=[CH:7][CH:8]=[CH:9][CH:10]=2)[C:5]([NH:12][C:13](=[O:19])OC(C)(C)C)=[CH:4][CH:3]=1.[F:20][C:21]1[CH:22]=[C:23]([CH:27]=[C:28]([N:30]2[CH2:35][CH2:34][CH2:33][CH2:32][CH2:31]2)[CH:29]=1)C(O)=O.[CH3:36][O:37][C:38]1[CH:39]=[C:40]([CH2:46][CH2:47]O)[CH:41]=[CH:42][C:43]=1[O:44][CH3:45]>>[CH3:36][O:37][C:38]1[CH:39]=[C:40]([CH2:46][CH2:47][O:1][C:2]2[C:11]3[C:6](=[CH:7][CH:8]=[CH:9][CH:10]=3)[C:5]([NH:12][C:13](=[O:19])[C:23]3[CH:27]=[C:28]([N:30]4[CH2:31][CH2:32][CH2:33][CH2:34][CH2:35]4)[CH:29]=[C:21]([F:20])[CH:22]=3)=[CH:4][CH:3]=2)[CH:41]=[CH:42][C:43]=1[O:44][CH3:45]. Reported procedure: Compound is prepared from tert-butyl (4-hydroxy-1-naphthyl)carbamate, 3-fluoro-5-piperidin-1-yl-benzoic acid and 2-(3,4-Dimethoxy-phenyl)-ethanol according to conditions described in general procedure D. A deep pink solid is produced (42 mg). Mp: 158-160° C.; 1H NMR (300 MHz, CDCl3) δ 1.60-1.68 (m, 6H), 3.00 (d, J=6.3 Hz, 1H), 3.18-3.27 (m, 5H), 3.85-3.87 (m, 6H), 4.35 (d, J=6.6 Hz, 1H), 4.48 (d, J=7.2 Hz, 1H), 6.71-6.91 (m, 4H), 6.98 (d, J=7.8 Hz, 1H), 7.08 (d, J=8.4 Hz, 1H), 7.30-7.34 (m, 1H),... Starting materials: CC(N)CCn1cnc2ccccc21, CO, NC(=O)Cc1ccc(OCC2CO2)cc1. Yields the product CC(CCn1cnc2ccccc21)NCC(O)COc1ccc(CC(N)=O)cc1. RXN SMILES: [CH3:1][CH:2]([CH2:3][CH2:4][n:5]1[cH:6][n:7][c:8]2[c:9]1[cH:10][cH:11][cH:12][cH:13]2)[NH2:14].[CH3:30][OH:31].[NH2:15][C:16]([CH2:17][c:18]1[cH:19][cH:20][c:21]([O:22][CH2:23][CH:24]2[CH2:25][O:26]2)[cH:27][cH:28]1)=[O:29]>>[CH3:1][CH:2]([CH2:3][CH2:4][n:5]1[cH:6][n:7][c:8]2[c:9]1[cH:10][cH:11][cH:12][cH:13]2)[NH:14][CH2:25][CH:24]([CH2:23][O:22][c:21]1[cH:20][cH:19][c:18]([CH2:17][C:16]([NH2:15])=[O:29])[cH:28][cH:27]1)[OH:26]. The reactants are OC1=CC=CC2=C1N=C(S2)NC(C)=O (N-(4-hydroxybenzo-thiazol-2-yl)-acetamide), [H-].[Na+] (NaH), C(C)(C)(C)OC(NC1=C(C=CC(=C1)C(F)(F)F)C1=NC=NC(=C1)Cl)=O ([2-(6-Chloro-pyrimidin-4-yl)-5-trifluoromethyl-phenyl]-carbamic acid tert-butyl ester). Solvent: CN(C)C=O (DMF). Run at time 4.5 hour. Yields the product C(C)(C)(C)OC(NC1=C(C=CC(=C1)C(F)(F)F)C1=NC=NC(=C1)OC1=CC=CC2=C1N=C(S2)NC(C)=O)=O ({2-[6-(2-Acetylamino-benzothiazol-4-yloxy)-pyrimidin-4-yl]-5-trifluoromethyl-phenyl}-carbamic acid tert-butyl ester). Reaction SMILES: [OH:1][C:2]1[C:7]2[N:8]=[C:9]([NH:11][C:12](=[O:14])[CH3:13])[S:10][C:6]=2[CH:5]=[CH:4][CH:3]=1.[H-].[Na+].[C:17]([O:21][C:22](=[O:41])[NH:23][C:24]1[CH:29]=[C:28]([C:30]([F:33])([F:32])[F:31])[CH:27]=[CH:26][C:25]=1[C:34]1[CH:39]=[C:38](Cl)[N:37]=[CH:36][N:35]=1)([CH3:20])([CH3:19])[CH3:18]>CN(C=O)C>[C:17]([O:21][C:22](=[O:41])[NH:23][C:24]1[CH:29]=[C:28]([C:30]([F:32])([F:31])[F:33])[CH:27]=[CH:26][C:25]=1[C:34]1[CH:39]=[C:38]([O:1][C:2]2[C:7]3[N:8]=[C:9]([NH:11][C:12](=[O:14])[CH3:13])[S:10][C:6]=3[CH:5]=[CH:4][CH:3]=2)[N:37]=[CH:36][N:35]=1)([CH3:20])([CH3:18])[CH3:19] |f:1.2|. Procedure: To a solution of N-(4-hydroxybenzo-thiazol-2-yl)-acetamide, (Example 144(c)), (96 g, 27 mmol) in DMF (200 mL) was added NaH (0.68 g, 28 mmol, 60% dispersion in oil, Aldrich) and the mixture was stirred at 0° C. for 15 min. [2-(6-Chloro-pyrimidin-4-yl)-5-trifluoromethyl-phenyl]-carbamic acid tert-butyl ester, (Example 148(b)), (10 g, 26 mmol) was then added and the reaction mixture was allowed to warm to room temperature, and stirred for 4.5 h. The reaction mixture was quenched with H2O (200 mL) ... Reactants: C(C)(=O)C1=CC=C(C=C1)S(=O)(=O)NC1=C(C=C(C=C1)Cl)N1N=NC2=NC=CC=C21 (4-acetyl-N-(4-chloro-2-[1,2,3]triazolo[4,5-b]pyridin-1-yl-phenyl)-benzenesulfonamide), Cl.NO (hydroxylamine hydrochloride), C1CCOC1 (THF). Reagents/catalysts: [O-]CC.[Ti+4].[O-]CC.[O-]CC.[O-]CC (titanium ethoxide). Run in C(C)#N.O (acetonitrile H2O). Reaction conditions: temperature 60 celsius. Yields the product ClC1=CC(=C(C=C1)NS(=O)(=O)C1=CC=C(C=C1)/C(/C)=N/O)N1N=NC2=NC=CC=C21 (N-(4-chloro-2-[1,2,3]triazolo[4,5-b]pyridin-1-yl-phenyl)-4-{1-[(E)-hydroxyimino]-ethyl}benzenesulfonamide). As a reaction SMILES: [C:1]([C:4]1[CH:9]=[CH:8][C:7]([S:10]([NH:13][C:14]2[CH:19]=[CH:18][C:17]([Cl:20])=[CH:16][C:15]=2[N:21]2[C:29]3[C:24](=[N:25][CH:26]=[CH:27][CH:28]=3)[N:23]=[N:22]2)(=[O:12])=[O:11])=[CH:6][CH:5]=1)(=O)[CH3:2].Cl.[NH2:31][OH:32].C1COCC1>C(#N)C.O.[O-]CC.[Ti+4].[O-]CC.[O-]CC.[O-]CC>[Cl:20][C:17]1[CH:18]=[CH:19][C:14]([NH:13][S:10]([C:7]2[CH:6]=[CH:5][C:4](/[C:1](=[N:31]/[OH:32])/[CH3:2])=[CH:9][CH:8]=2)(=[O:12])=[O:11])=[C:15]([N:21]2[C:29]3[C:24](=[N:25][CH:26]=[CH:27][CH:28]=3)[N:23]=[N:22]2)[CH:16]=1 |f:1.2,4.5,6.7.8.9.10|. Reported procedure: A 4 mL vial was charged with 4-acetyl-N-(4-chloro-2-[1,2,3]triazolo[4,5-b]pyridin-1-yl-phenyl)-benzenesulfonamide (synthesized according to general procedures F and G, 100 mg, 0.23 mmol), hydroxylamine hydrochloride (49 mg, 0.70 mmol), and 2 mL THF. The resultant slurry was mixed well, then titanium ethoxide (98 μL, 47 mmol) was added and the mixture heated to 60° C. overnight. The reaction mixture was subsequently diluted with ˜2 mL of acetonitrile/H2O and purified by reversed phase HPLC to aff...